The task is: describe an organic reaction: reactants, conditions, products, and yield. This data is from the Open Reaction Database (ORD), a public repository of structured organic reaction records. Reactants: C(C)(=O)O (acetic acid), crude product, NC1=CC=C(C=C1)O (4-aminophenol), [N+](=O)([O-])C1=CC=C(C=C1)S(=O)(=O)Cl (4-nitrobenzenesulfonyl chloride). Solvent: N1=CC=CC=C1 (pyridine), ice water. Product: [N+](=O)([O-])C1=CC=C(C=C1)S(=O)(=O)NC1=CC=C(C=C1)O (4-[(4-Nitrophenyl)sulfonyl]aminophenol). The yield is 72.0%. RXN SMILES: [NH2:1][C:2]1[CH:7]=[CH:6][C:5]([OH:8])=[CH:4][CH:3]=1.[N+:9]([C:12]1[CH:17]=[CH:16][C:15]([S:18](Cl)(=[O:20])=[O:19])=[CH:14][CH:13]=1)([O-:11])=[O:10].C(O)(=O)C>N1C=CC=CC=1>[N+:9]([C:12]1[CH:13]=[CH:14][C:15]([S:18]([NH:1][C:2]2[CH:7]=[CH:6][C:5]([OH:8])=[CH:4][CH:3]=2)(=[O:20])=[O:19])=[CH:16][CH:17]=1)([O-:11])=[O:10]. Procedure: A mixture of 4-aminophenol (27 g, 0.25 mole) and 4-nitrobenzenesulfonyl chloride (55 g, 0.25 mole) in pyridine (500 ml) was heated under reflux for 4 hours. The reaction mixture was poured in ice water and acidified with acetic acid. The crude product weighed 86 g. Recrystallization from CH3NO2 provided 53 g (73%) of material used in Part B; m.p. 197°-198°. Reactants: CCc1c(C(=O)O)c(=O)c2cc(F)c(-c3ccncc3)c(F)c2n1CC, Cl. Yields the product CCn1cc(C(=O)O)c(=O)c2cc(F)c(-c3ccncc3)c(F)c21. As a reaction SMILES: [CH2:1]([CH3:2])[c:3]1[n:4]([CH2:25][CH3:26])[c:5]2[c:6]([F:24])[c:7](-[c:18]3[cH:19][cH:20][n:21][cH:22][cH:23]3)[c:8]([F:17])[cH:9][c:10]2[c:11](=[O:16])[c:12]1[C:13](=[O:14])[OH:15].[ClH:27]>>[cH:3]1[n:4]([CH2:25][CH3:26])[c:5]2[c:6]([F:24])[c:7](-[c:18]3[cH:19][cH:20][n:21][cH:22][cH:23]3)[c:8]([F:17])[cH:9][c:10]2[c:11](=[O:16])[c:12]1[C:13](=[O:14])[OH:15]. Starting materials: C1CCOC1, CCn1nc(C)cc1C(=O)Nc1ccc(C(=O)c2ccc3c(c2)NC(=O)C3=CO)cc1, Nc1ccc2cn[nH]c2c1. The product is CCn1nc(C)cc1C(=O)Nc1ccc(C(=O)c2ccc3c(c2)NC(=O)C3=CNc2ccc3cn[nH]c3c2)cc1. RXN SMILES: [CH2:42]1[O:43][CH2:44][CH2:45][CH2:46]1.[OH:1][CH:2]=[C:3]1[C:4](=[O:31])[NH:5][c:6]2[cH:7][c:8]([C:12](=[O:13])[c:14]3[cH:15][cH:16][c:17]([NH:20][C:21](=[O:22])[c:23]4[n:24]([CH2:29][CH3:30])[n:25][c:26]([CH3:28])[cH:27]4)[cH:18][cH:19]3)[cH:9][cH:10][c:11]21.[nH:32]1[n:33][cH:34][c:35]2[cH:36][cH:37][c:38]([NH2:41])[cH:39][c:40]12>>[CH:2](=[C:3]1[C:4](=[O:31])[NH:5][c:6]2[cH:7][c:8]([C:12](=[O:13])[c:14]3[cH:15][cH:16][c:17]([NH:20][C:21](=[O:22])[c:23]4[n:24]([CH2:29][CH3:30])[n:25][c:26]([CH3:28])[cH:27]4)[cH:18][cH:19]3)[cH:9][cH:10][c:11]21)[NH:41][c:38]1[cH:37][cH:36][c:35]2[cH:34][n:33][nH:32][c:40]2[cH:39]1.